Dataset: the Open Reaction Database (ORD), a public repository of structured organic reaction records. Task: describe an organic reaction: reactants, conditions, products, and yield Starting materials: COC(C1=C(C=C(C(=O)OC)C=C1)OC1=C(C=CC=C1)C)=O (2-o-Tolyloxy-terephthalic acid dimethyl ester), COC(C1=C(C=C(C(=O)OC)C=C1)OC1=C(C=CC=C1)OC)=O (2-(2-methoxyphenoxy)-terephthalic acid dimethyl ester), COC(C1=C(C=C(C(=O)OC)C=C1)OC1=C(C=CC=C1)OC)=O (2-(2-Methoxyphenoxy)-terephthalic acid dimethyl ester). The product is COC(=O)C=1C=CC=2C(C3=CC=CC(=C3OC2C1)C)=O (5-Methyl-9-oxo-9H-xanthene-3-carboxylic acid methyl ester). Reaction SMILES: CO[C:3](=[O:22])[C:4]1[CH:13]=[CH:12][C:7]([C:8]([O:10][CH3:11])=[O:9])=[CH:6][C:5]=1[O:14][C:15]1[CH:20]=[CH:19][CH:18]=[CH:17][C:16]=1[CH3:21].COC(=O)C1C=CC(C(OC)=O)=CC=1OC1C=CC=CC=1OC>>[CH3:11][O:10][C:8]([C:7]1[CH:12]=[CH:13][C:4]2[C:3](=[O:22])[C:20]3[C:15]([O:14][C:5]=2[CH:6]=1)=[C:16]([CH3:21])[CH:17]=[CH:18][CH:19]=3)=[O:9]. Procedure details: Using an adaptation of the method described in Procedure 15, substituting 2-o-tolyloxy-terephthalic acid dimethyl ester, 1h for 2-(2-methoxyphenoxy)-terephthalic acid dimethyl ester, 1c, the title compound 5-methyl-9-oxo-9H-xanthene-3-carboxylic acid methyl ester, 2h was obtained. MS m/z (MH+) 269.0. Starting materials: [Li]N(S(=O)(=O)C(F)(F)F)S(=O)(=O)C(F)(F)F (LiN(SO2CF3)2). The solvent is S(O)(O)(=O)=O (sulfuric acid). The product is N(S(=O)(=O)C(F)(F)F)S(=O)(=O)C(F)(F)F (HN(SO2CF3)2). The yield is 75.2%. As a reaction SMILES: [Li][N:2]([S:10]([C:13]([F:16])([F:15])[F:14])(=[O:12])=[O:11])[S:3]([C:6]([F:9])([F:8])[F:7])(=[O:5])=[O:4]>S(=O)(=O)(O)O>[NH:2]([S:3]([C:6]([F:9])([F:7])[F:8])(=[O:5])=[O:4])[S:10]([C:13]([F:16])([F:15])[F:14])(=[O:12])=[O:11]. Procedure details: The imide HN(SO2CF3), was obtained from the lithium salt. LiN(SO2CF3)2 (10 g, 35 mmole) was added to 50 mL concentrated sulfuric acid. The free imide was distilled at about 90° C., 10 mm Hg and purified by sublimation at about 70° C., 1-2 mm Hg giving 7.4 g (74%) HN(SO2CF3)2. The silver salt was then obtained from the imide. Ag2CO3 (2.0 g, 0.2 mmol) was added slowly to a stirring, solution of HN(SO2CF3)2 (3.5 g, 12.0 mmole) in 25 mL water. The mixture was then digested, wrapped in foil, at 60° C... The reactants are CC=1C=NC=C(C(=O)NC2CCNCC2)C1 (5-methyl-N-(piperidin-4-yl)-nicotinamide), ClC1=C(C=C(C=O)C=C1)OCC (4-chloro-3-ethoxy-benzaldehyde), ClC1=C(C=C(CN2CCC(CC2)NC(=O)C=2C=CC=C3C=CNC23)C=C1)OCC (1H-indole-7-carboxylic acid[1-(4-chloro-3-ethoxy-benzyl)piperidin-4-yl]-amide), B.N1=CC=CC=C1 (pyridine-borane). Run in ClCCCl (DCE), C(C)(=O)O (acetic acid). Run at time 16 hour. The product is ClC1=C(C=C(CN2CCC(CC2)NC(C2=CN=CC(=C2)C)=O)C=C1)OCC (N-[1-(4-Chloro-3-ethoxy-benzyl)piperidin-4-yl]-5-methyl-nicotinamide). Yield: 57.0%. Reaction SMILES: CC1C=NC=C(C=1)C(NC1CCNCC1)=O.ClC1C=CC(C=O)=CC=1OCC.[Cl:29][C:30]1[CH:54]=[CH:53][C:33]([CH2:34][N:35]2[CH2:40][CH2:39][CH:38]([NH:41][C:42]([C:44]3[CH:45]=CC=[C:48]4[C:52]=3[NH:51][CH:50]=[CH:49]4)=[O:43])[CH2:37][CH2:36]2)=[CH:32][C:31]=1[O:55][CH2:56][CH3:57].B.N1C=CC=CC=1>ClCCCl.C(O)(=O)C>[Cl:29][C:30]1[CH:54]=[CH:53][C:33]([CH2:34][N:35]2[CH2:40][CH2:39][CH:38]([NH:41][C:42](=[O:43])[C:44]3[CH:45]=[C:49]([CH3:48])[CH:50]=[N:51][CH:52]=3)[CH2:37][CH2:36]2)=[CH:32][C:31]=1[O:55][CH2:56][CH3:57] |f:3.4|. Procedure details: To a solution of 5-methyl-N-(piperidin-4-yl)-nicotinamide (22 mg, 0.10 mmol), 4-chloro-3-ethoxy-benzaldehyde (22 mg, 0.12 mmol) in DCE:EtOH (1:11 mL) was added acetic acid (25 μL) and pyridine-borane complex (25 μL, 8M in pyridine, 0.2 mmol). The reaction was shaken for 16 h, after which time it was concentrated and purified by reversed phase HPLC (MeCN:H2O) affording the title compound (22 mg, 57%). MS: 388.4 (MH+)